From a dataset of the Open Reaction Database (ORD), a public repository of structured organic reaction records. describe an organic reaction: reactants, conditions, products, and yield The reactants are C(C)(=O)OC1=CC(=C(C(=C1)C1=CC=CC=C1)O)C1=CC=CC=C1 (4-acetoxy-2,6-diphenylphenol), BrCC(=O)OCC (ethyl bromoacetate), C([O-])([O-])=O.[K+].[K+] (potassium carbonate). The solvent is CC(CC)=O (2-butanone). Product: C(C)(=O)OC1=CC(=C(OCC(=O)OCC)C(=C1)C1=CC=CC=C1)C1=CC=CC=C1 (ethyl 4-acetoxy-2,6-diphenylphenoxyacetate). Yield: 92.2%. Reaction SMILES: [C:1]([O:4][C:5]1[CH:10]=[C:9]([C:11]2[CH:16]=[CH:15][CH:14]=[CH:13][CH:12]=2)[C:8]([OH:17])=[C:7]([C:18]2[CH:23]=[CH:22][CH:21]=[CH:20][CH:19]=2)[CH:6]=1)(=[O:3])[CH3:2].Br[CH2:25][C:26]([O:28][CH2:29][CH3:30])=[O:27].C(=O)([O-])[O-].[K+].[K+]>CC(=O)CC>[C:1]([O:4][C:5]1[CH:6]=[C:7]([C:18]2[CH:23]=[CH:22][CH:21]=[CH:20][CH:19]=2)[C:8]([O:17][CH2:25][C:26]([O:28][CH2:29][CH3:30])=[O:27])=[C:9]([C:11]2[CH:16]=[CH:15][CH:14]=[CH:13][CH:12]=2)[CH:10]=1)(=[O:3])[CH3:2] |f:2.3.4|. Procedure: A mixture of 4-acetoxy-2,6-diphenylphenol (6.1 g, 20 mmol; prepared as described in Ber. 101, 2519 (1968) ), ethyl bromoacetate (4.0 g, 24 mmol), potassium carbonate (3.3 g, 24 mmol) and 2-butanone (150 ml) was refluxed for 24 h, then filtered and the solvent evaporated. The residue was purified by chromatography on silica gel (120 g, eluent benzene) to give 7.2 g (92%) of oily ethyl 4-acetoxy-2,6-diphenylphenoxyacetate . Reactants: NNC(=O)c1ccncc1, CCO, ClCCl, CCOC(=O)C1CCCNC1=O, c1cc(-c2nnc3n2CCC3)ccn1. Yields the product CCOC(=O)C1CCCn2c(-c3ccncc3)nnc21. RXN SMILES: [C:27]([NH:28][NH2:29])(=[O:30])[c:31]1[cH:32][cH:33][n:34][cH:35][cH:36]1.[CH3:40][CH2:41][OH:42].[Cl:37][CH2:38][Cl:39].[O:15]=[C:16]1[NH:20][CH2:19][CH2:18][CH2:17][CH:21]1[C:22](=[O:23])[O:24][CH2:25][CH3:26].[n:1]1[cH:2][cH:3][c:4](-[c:7]2[n:8]3[c:9]([n:10][n:11]2)[CH2:12][CH2:13][CH2:14]3)[cH:5][cH:6]1>>[n:1]1[cH:2][cH:3][c:4](-[c:7]2[n:8]3[c:9]([n:10][n:11]2)[CH:21]([C:22](=[O:23])[O:24][CH2:25][CH3:26])[CH2:12][CH2:13][CH2:14]3)[cH:5][cH:6]1. Reactants: O=[Ag-], C=CCI, Cc1ccccc1, CC(C)(C)OC(=O)NC(CO)C1CO1. The product is C=CCOCC(NC(=O)OC(C)(C)C)C1CO1. Reaction SMILES: [Ag-:26]=[O:27].[CH2:15]([CH:16]=[CH2:17])[I:18].[CH3:19][c:20]1[cH:21][cH:22][cH:23][cH:24][cH:25]1.[OH:1][CH2:2][CH:3]([CH:4]1[O:5][CH2:6]1)[NH:7][C:8]([O:9][C:10]([CH3:11])([CH3:12])[CH3:13])=[O:14]>>[O:1]([CH2:2][CH:3]([CH:4]1[O:5][CH2:6]1)[NH:7][C:8]([O:9][C:10]([CH3:11])([CH3:12])[CH3:13])=[O:14])[CH2:17][CH:16]=[CH2:15]. Reactants: I-(3-(4-fluorophenyl)-1,2,4-oxadiazol-5-yl)ethanol, FC1=CC=C(C=C1)C1=NOC(=N1)C(C)=O (1-(3-(4-fluorophenyl)-1,2,4-oxadiazol-5-yl)ethanone), FC1=CC=C(C#N)C=C1 (4-fluoro-benzonitrile), Cl.NO (hydroxylamine hydrochloride). Product: FC1=CC=C(C(NO)=N)C=C1 (4-fluoro-N-hydroxybenz-imidamide). As a reaction SMILES: [F:1][C:2]1[CH:7]=[CH:6][C:5]([C:8]2[N:12]=C(C(=O)C)[O:10][N:9]=2)=[CH:4][CH:3]=1.FC1C=CC(C#N)=CC=1.Cl.NO>>[F:1][C:2]1[CH:7]=[CH:6][C:5]([C:8](=[NH:12])[NH:9][OH:10])=[CH:4][CH:3]=1 |f:2.3|. Reported procedure: In another embodiment, intermediate compounds I-(3-(4-fluorophenyl)-1,2,4-oxadiazol-5-yl)ethanol and 1-(3-(4-fluorophenyl)-1,2,4-oxadiazol-5-yl)ethanone may be prepared as described in Scheme 10D. In this route, 4-fluoro-benzonitrile is reacted with hydroxylamine hydrochloride to provide 4-fluoro-N-hydroxybenz-imidamide. In one embodiment, the reaction is performed at refluxing temperatures. In another embodiment, the reaction is performed in the presence of a lower alkyl alcohol such as ethanol... Product: BrC1=CC=2N(C=C1)C=C(N2)CCl (7-Bromo-2-chloromethylimidazo[1,2-a]pyridine). RXN SMILES: [Br:1][C:2]1[CH:7]=[CH:6][N:5]2[CH:8]=[C:9]([CH2:11]O)[N:10]=[C:4]2[CH:3]=1.S(Cl)([Cl:15])=O.O.C([O-])(O)=O.[Na+]>ClCCl>[Br:1][C:2]1[CH:7]=[CH:6][N:5]2[CH:8]=[C:9]([CH2:11][Cl:15])[N:10]=[C:4]2[CH:3]=1 |f:3.4|. The yield is 67.9%. The solvent is ClCCl (dichloromethane). Reported procedure: To a solution of 110 mg (0.48 mmol) of (7-bromoimidazo[1,2-a]pyrid-2yl)methanol, prepared according to the protocol described in step 8.2, in 8 mL of anhydrous dichloromethane, stirred at room temperature under an inert atmosphere, is added 0.03 mL (0.53 mmol) of thionyl chloride. The reaction mixture is stirred at room temperature for 4 hours, hydrolysed at 0° C. by successive addition of 3 mL of cold water and 5 mL of saturated aqueous NaHCO3 solution and then extracted with three times 10 mL ... Reactants: BrC1=CC=2N(C=C1)C=C(N2)CO ((7-bromoimidazo[1,2-a]pyrid-2yl)methanol), S(=O)(Cl)Cl (thionyl chloride), O (water), C(=O)(O)[O-].[Na+] (NaHCO3).